This data is from the Open Reaction Database (ORD), a public repository of structured organic reaction records. The task is: describe an organic reaction: reactants, conditions, products, and yield Reactants: C(C)(=O)C1=CC(=C(C=2CN(C(C(OC21)C)=O)C2CN(C2)C(C)=O)F)Cl (9-acetyl-4-(1-acetylazetidin-3-yl)-7-chloro-6-fluoro-2-methyl-4,5-dihydro-1,4-benzoxazepin-3(2H)-one), [BH4-].[Na+] (sodium tetrahydroborate), C(C)(=O)O (acetic acid). Run in C(C)(=O)OCC (ethyl acetate), O (water), CO (methanol). Run at temperature 0 celsius, time 30 minute. Product: C(C)(=O)N1CC(C1)N1C(C(OC2=C(C1)C(=C(C=C2C(C)O)Cl)F)C)=O (4-(1-Acetylazetidin-3-yl)-7-chloro-6-fluoro-9-(1-hydroxyethyl)-2-methyl-4,5-dihydro-1,4-benzoxazepin-3(2H)-one). As a reaction SMILES: [C:1]([C:4]1[C:14]2[O:13][CH:12]([CH3:15])[C:11](=[O:16])[N:10]([CH:17]3[CH2:20][N:19]([C:21](=[O:23])[CH3:22])[CH2:18]3)[CH2:9][C:8]=2[C:7]([F:24])=[C:6]([Cl:25])[CH:5]=1)(=[O:3])[CH3:2].[BH4-].[Na+].C(O)(=O)C>CO.C(OCC)(=O)C.O>[C:21]([N:19]1[CH2:20][CH:17]([N:10]2[CH2:9][C:8]3[C:7]([F:24])=[C:6]([Cl:25])[CH:5]=[C:4]([CH:1]([OH:3])[CH3:2])[C:14]=3[O:13][CH:12]([CH3:15])[C:11]2=[O:16])[CH2:18]1)(=[O:23])[CH3:22] |f:1.2|. Procedure details: A solution of 9-acetyl-4-(1-acetylazetidin-3-yl)-7-chloro-6-fluoro-2-methyl-4,5-dihydro-1,4-benzoxazepin-3(2H)-one (112 mg, 0.304 mmol) in methanol (5.6 mL) at −10° C. was treated with sodium tetrahydroborate (17 mg, 0.456 mmol) and stirred for 30 min at 0° C. The reaction mixture was quenched with acetic acid (86 μL, 1.52 mmol) at 0° C. and then diluted with ethyl acetate and water. The organic layer was separated, washed with brine, dried over sodium sulfate, filtered, and concentrated to give... Reactants: FC1=C(C=CC(=C1)F)N1N=CC=C1NC(C)=O (N-(1-(2,4-difluorophenyl)-1H-pyrazol-5-yl)acetamide), [H-].[Al+3].[Li+].[H-].[H-].[H-] (lithium aluminum hydride), solution. Run in C1CCOC1 (THF), C1CCOC1 (THF). Conditions: temperature 0 celsius, time 90 minute. Yields the product FC1=C(C=CC(=C1)F)N1N=CC=C1NCC (1-(2,4-difluorophenyl)-N-ethyl-1H-pyrazol-5-amine). The yield is 49.8%. As a reaction SMILES: [F:1][C:2]1[CH:7]=[C:6]([F:8])[CH:5]=[CH:4][C:3]=1[N:9]1[C:13]([NH:14][C:15](=O)[CH3:16])=[CH:12][CH:11]=[N:10]1.[H-].[Al+3].[Li+].[H-].[H-].[H-]>C1COCC1>[F:1][C:2]1[CH:7]=[C:6]([F:8])[CH:5]=[CH:4][C:3]=1[N:9]1[C:13]([NH:14][CH2:15][CH3:16])=[CH:12][CH:11]=[N:10]1 |f:1.2.3.4.5.6|. Procedure: At 0° C., a solution of N-(1-(2,4-difluorophenyl)-1H-pyrazol-5-yl)acetamide (2.58 g, 10.88 mmol) in 35 mL of THF was treated with lithium aluminum hydride (22 mL of the 1.0 M solution in THF, 22 mmol). The reaction mixture was stirred at 0° C. for 90 min then quenched with Rochelle's salt. It was extracted with EtOAc (3×100 mL) followed by DCM (2×50 mL). The combined organic solution was dried over MgSO4, filtered and concentrated. Purification of the crude material on an ISCO 80 g column (30-80... The reactants are CC(C)(C)C1CCC(=O)CC1, [Cl-], Cl, O=S(=O)(Cl)Cl, c1ccccc1. The product is CC(C)(C)C1CCC(=O)C(Cl)C1. Reaction SMILES: [C:1]([CH3:2])([CH3:3])([CH3:4])[CH:5]1[CH2:6][CH2:7][C:8](=[O:11])[CH2:9][CH2:10]1.[Cl-:24].[ClH:17].[S:12]([Cl:13])(=[O:14])([Cl:15])=[O:16].[cH:18]1[cH:19][cH:20][cH:21][cH:22][cH:23]1>>[C:1]([CH3:2])([CH3:3])([CH3:4])[CH:5]1[CH2:6][CH2:7][C:8](=[O:11])[CH:9]([Cl:15])[CH2:10]1.